Task: describe an organic reaction: reactants, conditions, products, and yield. Dataset: the Open Reaction Database (ORD), a public repository of structured organic reaction records The reactants are N1CC(CC1)NC(OC(C)(C)C)=O (t-butyl pyrrolidin-3-ylcarbamate), CN(C(OC(C)(C)C)=O)C1CNCCC1 (t-butyl N-methyl-N-(piperidin-3-yl)carbamate), Cl.C(C#CC)N1C(=NC=2N=C(N(C(C12)=O)C)C#N)N1CC(CCC1)NC (7-(2-Butynyl)-1-methyl-8-(3-methylaminopiperidin-1-yl)-6-oxo-6,7-dihydro-1H-purine-2-carbonitrile hydrochloride). Product: Cl.NC1CN(CC1)C1=NC=2N=C(N(C(C2N1CC#CC)=O)C)C#N (8-(3-Aminopyrrolidin-1-yl)-7-(2-butynyl)-1-methyl-6-oxo-6,7-dihydro-1H-purine-2-carbonitrile hydrochloride). Reaction SMILES: N1CCC(NC(=O)OC(C)(C)C)C1.CN(C1CCCNC1)C(=O)OC(C)(C)C.[ClH:29].[CH2:30]([N:34]1[C:42]2[C:41](=[O:43])[N:40]([CH3:44])[C:39]([C:45]#[N:46])=[N:38][C:37]=2[N:36]=[C:35]1[N:47]1C[CH2:51][CH2:50][CH:49]([NH:53]C)[CH2:48]1)[C:31]#[C:32][CH3:33]>>[ClH:29].[NH2:53][CH:49]1[CH2:50][CH2:51][N:47]([C:35]2[N:34]([CH2:30][C:31]#[C:32][CH3:33])[C:42]3[C:41](=[O:43])[N:40]([CH3:44])[C:39]([C:45]#[N:46])=[N:38][C:37]=3[N:36]=2)[CH2:48]1 |f:2.3,4.5|. Procedure details: In Example 254, the title compound was synthesized by using t-butyl pyrrolidin-3-ylcarbamate, instead of t-butyl N-methyl-N-(piperidin-3-yl)carbamate, according to the method described in Examples 254(b), (c), and (d). Starting materials: CCO, Cl, [Na+], [OH-], CCOC(=O)c1nnn(-c2ccccc2)n1. The product is O=C(O)c1nnn(-c2ccccc2)n1. Reaction SMILES: [CH3:20][CH2:21][OH:22].[ClH:19].[Na+:2].[OH-:1].[c:3]1(-[n:9]2[n:10][c:11]([C:14](=[O:15])[O:16][CH2:17][CH3:18])[n:12][n:13]2)[cH:4][cH:5][cH:6][cH:7][cH:8]1>>[c:3]1(-[n:9]2[n:10][c:11]([C:14](=[O:15])[OH:16])[n:12][n:13]2)[cH:4][cH:5][cH:6][cH:7][cH:8]1. Starting materials: O=C([O-])[O-], CI, O=[N+]([O-])c1cccc(F)c1O, [K+], [K+], CN(C)C=O. Yields the product COc1c(F)cccc1[N+](=O)[O-]. As a reaction SMILES: [C:14](=[O:15])([O-:16])[O-:17].[CH3:12][I:13].[F:1][c:2]1[c:3]([OH:11])[c:4]([N+:8](=[O:9])[O-:10])[cH:5][cH:6][cH:7]1.[K+:18].[K+:19].[O:20]=[CH:21][N:22]([CH3:23])[CH3:24]>>[F:1][c:2]1[c:3]([O:11][CH3:14])[c:4]([N+:8](=[O:9])[O-:10])[cH:5][cH:6][cH:7]1. The reactants are Br, O=Cc1cc(OCc2ccccc2)ccc1OCc1ccccc1, CCOCC, Cc1ccccc1, [Mg]. The product is O=Cc1cc(OCc2ccccc2)ccc1O. RXN SMILES: [Br:2].[CH2:3]([c:4]1[cH:5][cH:6][cH:7][cH:8][cH:9]1)[O:10][c:11]1[c:12]([CH:13]=[O:14])[cH:15][c:16]([O:19][CH2:20][c:21]2[cH:22][cH:23][cH:24][cH:25][cH:26]2)[cH:17][cH:18]1.[CH3:27][CH2:28][O:29][CH2:30][CH3:31].[CH3:32][c:33]1[cH:34][cH:35][cH:36][cH:37][cH:38]1.[Mg:1]>>[OH:10][c:11]1[c:12]([CH:13]=[O:14])[cH:15][c:16]([O:19][CH2:20][c:21]2[cH:22][cH:23][cH:24][cH:25][cH:26]2)[cH:17][cH:18]1. Starting materials: C(CCCCCCC\C=C/CCCCCCCC)(=O)Cl (oleoyl chloride), [O-2].[Mg+2] (magnesium oxide), OCCCNCC(CNCCCO)O (N,N'-bis(3-hydroxypropyl)-2-hydroxy-1,3-propanediamine), C(CCCCCCCCCCCCCCC)(=O)Cl (palmitoyl chloride). The solvent is O (water), O1CCOCC1 (1,4-dioxane). The product is OCCCN(CC(CN(C(CCCCCCC\C=C/CCCCCCCC)=O)CCCO)O)C(CCCCCCCCCCCCCCC)=O (N,N'-bis(3-hydroxypropyl)-N-palmitoyl-N'-oleoyl-1,3-diamino-2-hydroxypropane). The yield is 76.7%. Reaction SMILES: [O-2].[Mg+2].[OH:3][CH2:4][CH2:5][CH2:6][NH:7][CH2:8][CH:9]([OH:16])[CH2:10][NH:11][CH2:12][CH2:13][CH2:14][OH:15].[C:17](Cl)(=[O:33])[CH2:18][CH2:19][CH2:20][CH2:21][CH2:22][CH2:23][CH2:24][CH2:25][CH2:26][CH2:27][CH2:28][CH2:29][CH2:30][CH2:31][CH3:32].[C:35](Cl)(=[O:53])[CH2:36][CH2:37][CH2:38][CH2:39][CH2:40][CH2:41][CH2:42]/[CH:43]=[CH:44]\[CH2:45][CH2:46][CH2:47][CH2:48][CH2:49][CH2:50][CH2:51][CH3:52]>O1CCOCC1.O>[OH:3][CH2:4][CH2:5][CH2:6][N:7]([C:17](=[O:33])[CH2:18][CH2:19][CH2:20][CH2:21][CH2:22][CH2:23][CH2:24][CH2:25][CH2:26][CH2:27][CH2:28][CH2:29][CH2:30][CH2:31][CH3:32])[CH2:8][CH:9]([OH:16])[CH2:10][N:11]([CH2:12][CH2:13][CH2:14][OH:15])[C:35](=[O:53])[CH2:36][CH2:37][CH2:38][CH2:39][CH2:40][CH2:41][CH2:42]/[CH:43]=[CH:44]\[CH2:45][CH2:46][CH2:47][CH2:48][CH2:49][CH2:50][CH2:51][CH3:52] |f:0.1|. Procedure details: Into other 500 ml rounded-flask, 4.0 g of magnesium oxide and 80 g of distilled water were placed. While stirring resultant mixture, 10.4 g of N,N'-bis(3-hydroxypropyl)-2-hydroxy-1,3-propanediamine was added, and then was added 250 ml of 1,4-dioxane. 13.4 g of palmitoyl chloride was added portionwise to the resulting mixture over 1 hour under violent stirring at a room temperature. After stirring for 2 hours at 10° C., 14.7 g of oleoyl chloride was gradually added dropwise over 1 hour. After sti...